describe an organic reaction: reactants, conditions, products, and yield From a dataset of the Open Reaction Database (ORD), a public repository of structured organic reaction records. Reactants: C(=NC1CCCCC1)=NC1CCCCC1, O=C(O)CS(=O)(=O)Nc1c(F)cc(F)cc1F, CN(C)C=O, CC1(C)OCC(C(O)CN)O1, Oc1cccc2[nH]nnc12. Product: CC1(C)OCC(C(O)CNC(=O)CS(=O)(=O)Nc2c(F)cc(F)cc2F)O1. As a reaction SMILES: [CH:39]1([N:40]=[C:41]=[N:42][CH:43]2[CH2:44][CH2:45][CH2:46][CH2:47][CH2:48]2)[CH2:49][CH2:50][CH2:51][CH2:52][CH2:53]1.[F:1][c:2]1[c:3]([NH:10][S:11](=[O:12])(=[O:13])[CH2:14][C:15](=[O:16])[OH:17])[c:4]([F:9])[cH:5][c:6]([F:8])[cH:7]1.[O:54]=[CH:55][N:56]([CH3:57])[CH3:58].[OH:18][CH:19]([CH2:20][NH2:21])[CH:22]1[O:23][C:24]([CH3:27])([CH3:28])[O:25][CH2:26]1.[OH:29][c:30]1[c:31]2[n:32][n:33][nH:34][c:35]2[cH:36][cH:37][cH:38]1>>[F:1][c:2]1[c:3]([NH:10][S:11](=[O:12])(=[O:13])[CH2:14][C:15](=[O:17])[NH:21][CH2:20][CH:19]([OH:18])[CH:22]2[O:23][C:24]([CH3:27])([CH3:28])[O:25][CH2:26]2)[c:4]([F:9])[cH:5][c:6]([F:8])[cH:7]1.